From a dataset of the Open Reaction Database (ORD), a public repository of structured organic reaction records. describe an organic reaction: reactants, conditions, products, and yield Reactants: CO, CNC(=O)C(=O)c1ccccc1C, Cl, NO, O. Yields the product CNC(=O)C(=NO)c1ccccc1C. RXN SMILES: [CH3:14][OH:15].[CH3:1][NH:2][C:3]([C:4](=[O:5])[c:6]1[c:7]([CH3:12])[cH:8][cH:9][cH:10][cH:11]1)=[O:13].[ClH:16].[NH2:17][OH:18].[OH2:19]>>[CH3:1][NH:2][C:3]([C:4]([c:6]1[c:7]([CH3:12])[cH:8][cH:9][cH:10][cH:11]1)=[N:17][OH:18])=[O:13]. RXN SMILES: [Br:1][C:2]1[CH:3]=[C:4]([C@H:8]([N:12]2[C:20]3[C:15](=[CH:16][CH:17]=[CH:18][C:19]=3[O:21][CH2:22][C:23]3[CH:28]=[CH:27][CH:26]=[CH:25][CH:24]=3)[CH:14]=[CH:13]2)[CH2:9][CH2:10]O)[CH:5]=[CH:6][CH:7]=1.[N:29]1C(C)=CC=[CH:31][C:30]=1C.FC(F)(F)S(OS(C(F)(F)F)(=O)=O)(=O)=O.[Li]CC#N>ClCCl.O1CCCC1>[CH2:22]([O:21][C:19]1[CH:18]=[CH:17][CH:16]=[C:15]2[C:20]=1[N:12]([C@@H:8]([C:4]1[CH:5]=[CH:6][CH:7]=[C:2]([Br:1])[CH:3]=1)[CH2:9][CH2:10][CH2:31][C:30]#[N:29])[CH:13]=[CH:14]2)[C:23]1[CH:24]=[CH:25][CH:26]=[CH:27][CH:28]=1. Yields the product C(C1=CC=CC=C1)OC=1C=CC=C2C=CN(C12)[C@H](CCCC#N)C1=CC(=CC=C1)Br ((1R)-(-)-7-Benzyloxy-1-[1-(3-bromophenyl)-4-cyanobutyl]indole). Starting materials: [Li]CC#N (lithio acetonitrile), BrC=1C=C(C=CC1)[C@@H](CCO)N1C=CC2=CC=CC(=C12)OCC1=CC=CC=C1 ((3R)-(-)-3-(3-bromophenyl)-3-(7-benzyloxyindol-1-yl)propan-1-ol), N1=C(C=CC=C1C)C (2,6-lutidine), FC(S(=O)(=O)OS(=O)(=O)C(F)(F)F)(F)F (trifluoromethanesulfonic anhydride). Solvent: O1CCCC1 (tetrahydrofuran), O1CCCC1 (tetrahydrofuran), ClCCl (dichloromethane), ClCCl (dichloromethane). Isolated yield 78.1%. Procedure: A solution of (3R)-(-)-3-(3-bromophenyl)-3-(7-benzyloxyindol-1-yl)propan-1-ol (5.10 g, 11.62 mmol) and 2,6-lutidine (1.24 g, 11.62 mmol) in dry dichloromethane (20.0 ml) was added dropwise to a magnetically stirred solution of trifluoromethanesulfonic anhydride (2.20 ml, 13.10 mmol) in dichloromethane (40.0 ml) at -10° C. under nitrogen over a 25 min. period. The resulting grey solution was stirred below -10° C. for 20 min., quenched with water (250 ml), extracted into dichloromethane (2×200 ml)... Run at time 20 minute. The reactants are FC=1C=CC2=C(SC3=C(C(C2)N2CCN(CC2)CCCO)C=C(C=C3)C(C)C)C1 (3-Fluoro-10-[4-(3-hydroxypropyl)piperazino]-8-isopropyl-10,11-dihydrodibenzo (b,f) thiepin), C(C)(=O)OC(C)=O (acetic anhydride). The solvent is C(Cl)(Cl)Cl (chloroform), C(Cl)(Cl)Cl (chloroform). Conditions: time 8 hour. Yields the product C(C)(=O)OCCN1CCN(CC1)C1CC2=C(SC3=C1C=C(C=C3)C(C)C)C=C(C=C2)F (10-[4-(2-Acetoxyethyl)piperazino]-3-fluoro-8-isopropyl-10,11-dihydrodibenzo(b,f)thiepin). Reaction SMILES: [F:1][C:2]1[CH:3]=[CH:4][C:5]2[CH2:11][CH:10]([N:12]3[CH2:17][CH2:16][N:15]([CH2:18][CH2:19]CO)[CH2:14][CH2:13]3)[C:9]3[CH:22]=[C:23]([CH:26]([CH3:28])[CH3:27])[CH:24]=[CH:25][C:8]=3[S:7][C:6]=2[CH:29]=1.[C:30]([O:33]C(=O)C)(=[O:32])[CH3:31]>C(Cl)(Cl)Cl>[C:30]([O:33][CH2:19][CH2:18][N:15]1[CH2:14][CH2:13][N:12]([CH:10]2[C:9]3[CH:22]=[C:23]([CH:26]([CH3:27])[CH3:28])[CH:24]=[CH:25][C:8]=3[S:7][C:6]3[CH:29]=[C:2]([F:1])[CH:3]=[CH:4][C:5]=3[CH2:11]2)[CH2:17][CH2:16]1)(=[O:32])[CH3:31]. Procedure details: A solution of 1.0 g of 3-fluoro-10-[4-(2-hydroxyethyl)piperazino]-8-isopropyl-10,11-dihydrodibenzo(b,f)thiepin base (Example 3) in 5 ml chloroform was treated with 0.5 g acetic anhydride and the mixture allowed to stand overnight at room temperature. It was then diluted with 20 ml of chloroform, washed with water and with ice-cold sodium hydroxide solution, dried with potassium carbonate, and the chloroform evaporated under reduced pressure. The remaining oil (1.1 g, 100%) was dissolved in 3.5 m... Starting materials: BrCC(=O)C=1C=C2C3=C(N(C2=CC1)C)N(C(C(=C3)C3=C(C=C(C=C3)Cl)Cl)=O)C (6-(bromoacetyl)-3-(2,4-dichlorophenyl)-1,9-dimethyl-1,9-dihydro-2H-pyrido[2,3-b]indol-2-one), COCCNC(=S)N (1-(2-methoxyethyl)-2-thiourea). Product: ClC1=C(C=CC(=C1)Cl)C1=CC2=C(N(C3=CC=C(C=C23)C=2N=C(SC2)NCCOC)C)N(C1=O)C (3-(2,4-Dichlorophenyl)-6-[2-(2-methoxyethylamino)thiazol-4-yl]-1,9-dimethyl-1,9-dihydropyrido[2,3-b]indol-2-one). As a reaction SMILES: Br[CH2:2][C:3]([C:5]1[CH:6]=[C:7]2[C:11](=[CH:12][CH:13]=1)[N:10]([CH3:14])[C:9]1[N:15]([CH3:28])[C:16](=[O:27])[C:17]([C:19]3[CH:24]=[CH:23][C:22]([Cl:25])=[CH:21][C:20]=3[Cl:26])=[CH:18][C:8]2=1)=O.[CH3:29][O:30][CH2:31][CH2:32][NH:33][C:34]([NH2:36])=[S:35]>>[Cl:26][C:20]1[CH:21]=[C:22]([Cl:25])[CH:23]=[CH:24][C:19]=1[C:17]1[C:16](=[O:27])[N:15]([CH3:28])[C:9]2[N:10]([CH3:14])[C:11]3[C:7]([C:8]=2[CH:18]=1)=[CH:6][C:5]([C:3]1[N:36]=[C:34]([NH:33][CH2:32][CH2:31][O:30][CH3:29])[S:35][CH:2]=1)=[CH:13][CH:12]=3. Procedure: The process is carried out as for Example 21 above, using the compound from preparation 1.2, 6-(bromoacetyl)-3-(2,4-dichlorophenyl)-1,9-dimethyl-1,9-dihydro-2H-pyrido[2,3-b]indol-2-one and 1-(2-methoxyethyl)-2-thiourea. Reactants: ClC1=NC(=C2N=CN(C2=N1)C(C)C)Cl (2,6-dichloro-9-isopropylpurine), C(C1=CC=CC=C1)N (benzylamine). The solvent is C(CCC)O (n-butanol). Product: C(C1=CC=CC=C1)NC1=C2N=CN(C2=NC(=N1)Cl)C(C)C (6-benzylamino-2-chloro-9-isopropylpurine). Isolated yield 85.0%. Reaction SMILES: [Cl:1][C:2]1[N:10]=[C:9]2[C:5]([N:6]=[CH:7][N:8]2[CH:11]([CH3:13])[CH3:12])=[C:4](Cl)[N:3]=1.[CH2:15]([NH2:22])[C:16]1[CH:21]=[CH:20][CH:19]=[CH:18][CH:17]=1>C(O)CCC>[CH2:15]([NH:22][C:4]1[N:3]=[C:2]([Cl:1])[N:10]=[C:9]2[C:5]=1[N:6]=[CH:7][N:8]2[CH:11]([CH3:13])[CH3:12])[C:16]1[CH:21]=[CH:20][CH:19]=[CH:18][CH:17]=1. Reported procedure: 2,6-dichloro-9-isopropylpurine (1 mmol) and benzylamine (3.5 mmol) were heated with stirring in 3 ml of n-butanol (3 hour, 110° C.). The reaction mixture (after evaporation of n-butanol) was worked up as above for the compound 2, yield 85-90%. Starting materials: BrC1=CC=C2C=NNC(C2=C1)=O (7-bromo-1 (2H)-phthalazinone), Cl.ClCC=1C=NC=CC1 (3-chloromethylpyridine hydrochloride), Example 10 ( 1 ). The product is BrC1=CC=C2C=NN(C(C2=C1)=O)CC=1C=NC=CC1 (7-bromo-2-(3-pyridylmethyl)-1 (2H)-phthalazinone). RXN SMILES: [Br:1][C:2]1[CH:11]=[C:10]2[C:5]([CH:6]=[N:7][NH:8][C:9]2=[O:12])=[CH:4][CH:3]=1.Cl.Cl[CH2:15][C:16]1[CH:17]=[N:18][CH:19]=[CH:20][CH:21]=1>>[Br:1][C:2]1[CH:11]=[C:10]2[C:5]([CH:6]=[N:7][N:8]([CH2:15][C:16]3[CH:17]=[N:18][CH:19]=[CH:20][CH:21]=3)[C:9]2=[O:12])=[CH:4][CH:3]=1 |f:1.2|. Procedure details: The titled compound was prepared from 7-bromo-1 (2H)-phthalazinone and 3-chloromethylpyridine hydrochloride in the same manner as in Example 10 (1) a). The reactants are ONC(=O)[C@@H]1N(CCCC1)S(=O)(=O)N1CCC(CC1)C1=CN(C2=CC=C(C=C12)C#N)S(=O)(=O)C (N-hydroxy-1-[4-(5-cyano-1-methanesulfonylindol-3-yl)piperidine-1-sulfonyl]piperidine-2-(R)-carboxamide), C(=O)(O)[C@H](O)[C@@H](O)C(=O)O.N1[C@@H](C(=O)O)CCCC1 ((R)-pipecolinic acid (L)-tartrate salt), C(#N)C=1C=C2C(=CN(C2=CC1)S(=O)(=O)C)C1CCN(CC1)S(=O)(=O)Cl (4-(5-cyano-1-methanesulfonylindol-3-yl)piperidine-1-sulfonyl chloride), S(=O)(=O)(Cl)Cl (sulfonyl chloride). Product: C(#N)C=1C=C2C(=CN(C2=CC1)S(=O)(=O)C)C1CCN(CC1)S(=O)(=O)N1[C@H](CCCC1)C(=O)O (1-[4-(5-cyano-1-methanesulfonylindol-3-yl)piperidine-1-sulfonyl]piperidine-2-(R)-carboxylic acid). The yield is 86.0%. Reaction SMILES: ON[C:3]([C@H:5]1[CH2:10][CH2:9][CH2:8][CH2:7][N:6]1[S:11]([N:14]1[CH2:19][CH2:18][CH:17]([C:20]2[C:28]3[C:23](=[CH:24][CH:25]=[C:26]([C:29]#[N:30])[CH:27]=3)[N:22]([S:31]([CH3:34])(=[O:33])=[O:32])[CH:21]=2)[CH2:16][CH2:15]1)(=[O:13])=[O:12])=[O:4].C(C1C=C2C(=CC=1)N(S(C)(=O)=[O:47])C=C2C1CCN(S(Cl)(=O)=O)CC1)#N.S(Cl)(Cl)(=O)=O.C([C@@H]([C@H](C(O)=O)O)O)(O)=O.N1CCCC[C@@H]1C(O)=O>>[C:29]([C:26]1[CH:27]=[C:28]2[C:23](=[CH:24][CH:25]=1)[N:22]([S:31]([CH3:34])(=[O:33])=[O:32])[CH:21]=[C:20]2[CH:17]1[CH2:16][CH2:15][N:14]([S:11]([N:6]2[CH2:7][CH2:8][CH2:9][CH2:10][C@@H:5]2[C:3]([OH:47])=[O:4])(=[O:12])=[O:13])[CH2:19][CH2:18]1)#[N:30] |f:3.4|. Procedure: 10% Palladium on carbon (0.49 g) was added to a solution of 1-benzyloxycarbonyl-4-(5-cyano-1-methanesulfonylindol-3-yl)piperidine (0.98 g, 2.24 mmol) [prepared as described in Step 2 above] in 80% ethanol/tetrahydrofuran (10 ml) under an argon atmosphere. The reaction mixture was stirred under an atmosphere of hydrogen gas (1 atm) for 2 h. The reaction mixture was degassed, filtered through Celite and concentrated in vacuo to give 4-(5-cyano-1-methanesulfonylindol-3-yl)piperidine (97%) as a whit... The reactants are C1CCOC1, COC(=O)c1cn(COCC[Si](C)(C)C)c(Br)n1, CN(C)C=O. The product is COC(=O)c1cn(COCC[Si](C)(C)C)c(C=O)n1. Reaction SMILES: [CH2:24]1[O:25][CH2:26][CH2:27][CH2:28]1.[CH3:1][O:2][C:3](=[O:4])[c:5]1[n:6][c:7]([Br:18])[n:8]([CH2:10][O:11][CH2:12][CH2:13][Si:14]([CH3:15])([CH3:16])[CH3:17])[cH:9]1.[O:19]=[CH:20][N:21]([CH3:22])[CH3:23]>>[CH3:1][O:2][C:3](=[O:4])[c:5]1[n:6][c:7]([CH:20]=[O:19])[n:8]([CH2:10][O:11][CH2:12][CH2:13][Si:14]([CH3:15])([CH3:16])[CH3:17])[cH:9]1.